This data is from the Open Reaction Database (ORD), a public repository of structured organic reaction records. The task is: describe an organic reaction: reactants, conditions, products, and yield Reactants: FC=1C=C(C(=C(OC=2C(=C(C=CC2)NS(=O)(=O)CC)C)C1)[N+](=O)[O-])NC1=C(C=C(C=C1)I)F (N-(3-{5-fluoro-3-[(2-fluoro-4-iodophenyl)amino]-2-nitrophenoxy}-2-methylphenyl)-ethanesulfonamide), stannous chloride dihydrate. Run in C1CCOC1.CCO (THF EtOH). Yields the product NC1=C(OC=2C(=C(C=CC2)NS(=O)(=O)CC)C)C=C(C=C1NC1=C(C=C(C=C1)I)F)F (N-(3-{2-amino-5-fluoro-3-[(2-fluoro-4-iodophenyl)amino]phenoxy}-2-methylphenyl)ethanesulfonamide). Yield: 65.9%. As a reaction SMILES: [F:1][C:2]1[CH:3]=[C:4]([NH:25][C:26]2[CH:31]=[CH:30][C:29]([I:32])=[CH:28][C:27]=2[F:33])[C:5]([N+:22]([O-])=O)=[C:6]([CH:21]=1)[O:7][C:8]1[C:9]([CH3:20])=[C:10]([NH:14][S:15]([CH2:18][CH3:19])(=[O:17])=[O:16])[CH:11]=[CH:12][CH:13]=1>C1COCC1.CCO>[NH2:22][C:5]1[C:4]([NH:25][C:26]2[CH:31]=[CH:30][C:29]([I:32])=[CH:28][C:27]=2[F:33])=[CH:3][C:2]([F:1])=[CH:21][C:6]=1[O:7][C:8]1[C:9]([CH3:20])=[C:10]([NH:14][S:15]([CH2:18][CH3:19])(=[O:16])=[O:17])[CH:11]=[CH:12][CH:13]=1 |f:1.2|. Procedure details: 1.6 g crude N-(3-{5-fluoro-3-[(2-fluoro-4-iodophenyl)amino]-2-nitrophenoxy}-2-methylphenyl)-ethanesulfonamide (2.7 mmol, 1 eq.) were dissolved in 40 mL THF/EtOH 1:1 and treated with 3.1 g stannous chloride dihydrate (SnCl2 2H2O) (13.6 mmol, 5 eq.) and the resulting mixture was refluxed for 16 h. The reaction mixture was concentrated, the residue quenched with 26% NH3 and extracted with DCM. The combined organic layers were washed with ammonium chloride solution and saturated sodium chloride solu... Starting materials: NCC(=O)N(C1=CC=CC=C1)CC(=O)N(C)C1=CC=C(C=C1)F (2-(2-amino-N-phenylacetamido)-N-(4-fluorophenyl)-N-methylacetamide), CC=1C=C(C=CC1)N=C=O (3-methylphenyl isocyanate). The product is FC1=CC=C(C=C1)N(C(CN(C(CNC(=O)NC1=CC(=CC=C1)C)=O)C1=CC=CC=C1)=O)C (N-(4-fluorophenyl)-N-methyl-2-{2-[3-(3-methylphenyl)ureido]-N-phenylacetamido}acetamide). Yield: 48.7%. As a reaction SMILES: [NH2:1][CH2:2][C:3]([N:5]([CH2:12][C:13]([N:15]([C:17]1[CH:22]=[CH:21][C:20]([F:23])=[CH:19][CH:18]=1)[CH3:16])=[O:14])[C:6]1[CH:11]=[CH:10][CH:9]=[CH:8][CH:7]=1)=[O:4].[CH3:24][C:25]1[CH:26]=[C:27]([N:31]=[C:32]=[O:33])[CH:28]=[CH:29][CH:30]=1>>[F:23][C:20]1[CH:19]=[CH:18][C:17]([N:15]([CH3:16])[C:13](=[O:14])[CH2:12][N:5]([C:6]2[CH:11]=[CH:10][CH:9]=[CH:8][CH:7]=2)[C:3](=[O:4])[CH2:2][NH:1][C:32]([NH:31][C:27]2[CH:28]=[CH:29][CH:30]=[C:25]([CH3:24])[CH:26]=2)=[O:33])=[CH:22][CH:21]=1. Procedure details: The procedure is analogous to that described in Example 1, but 2.6 g of 2-(2-amino-N-phenylacetamido)-N-(4-fluorophenyl)-N-methylacetamide and 1.1 g of 3-methylphenyl isocyanate are used as the starting material. The crude product obtained is purified by chromatography on 60 g of silica (0.065-0.200 mm) contained in a column 2.0 cm in diameter [eluent: ethyl acetate/cyclohexane (50-50 by volume)], collecting 30 cm3 fractions. Fractions 6 to 10 are combined and concentrated to dryness under reduc... Starting materials: CCc1ccc(C(=O)O)cc1O, CO, O=S(=O)(O)O. Yields the product CCc1ccc(C(=O)OC)cc1O. As a reaction SMILES: [CH2:1]([CH3:2])[c:3]1[c:4]([OH:12])[cH:5][c:6]([C:7](=[O:8])[OH:9])[cH:10][cH:11]1.[CH3:13][OH:14].[S:15](=[O:16])(=[O:17])([OH:18])[OH:19]>>[CH2:1]([CH3:2])[c:3]1[c:4]([OH:12])[cH:5][c:6]([C:7]([O:8][CH3:13])=[O:9])[cH:10][cH:11]1. Reactants: CC(C(=O)O)C(CCCCC)S(=O)(=O)C1=CC=C(C=C1)OC (methyl 3-[(4-methoxyphenyl)sulfonyl]-octanoic acid), O (water), solution, [H-].[Al+3].[Li+].[H-].[H-].[H-] (lithium aluminum hydride), [OH-].[Na+] (sodium hydroxide), O (water). Solvent: C1CCOC1 (THF), C1CCOC1 (THF). Run at time 2 hour. Product: COC1=CC=C(C=C1)S(=O)(=O)C(CCO)CCCCC (3-[(4-methoxyphenyl)sulfonyl]-octan-1-ol). Isolated yield 84.5%. RXN SMILES: C[CH:2]([CH:6]([S:12]([C:15]1[CH:20]=[CH:19][C:18]([O:21][CH3:22])=[CH:17][CH:16]=1)(=[O:14])=[O:13])[CH2:7][CH2:8][CH2:9][CH2:10][CH3:11])[C:3](O)=[O:4].[H-].[Al+3].[Li+].[H-].[H-].[H-].O.[OH-].[Na+]>C1COCC1>[CH3:22][O:21][C:18]1[CH:17]=[CH:16][C:15]([S:12]([CH:6]([CH2:7][CH2:8][CH2:9][CH2:10][CH3:11])[CH2:2][CH2:3][OH:4])(=[O:13])=[O:14])=[CH:20][CH:19]=1 |f:1.2.3.4.5.6,8.9|. Procedure: Part C: To a solution of 4.4 g (13 mmol) of methyl 3-[(4-methoxyphenyl)sulfonyl]-octanoic acid from Part B in 60 mL of anhydrous THF at zero° C. under nitrogen, was added 14.6 mL (0.5 g, 13 mmol) of a 1.0 M solution of lithium aluminum hydride in THF. After 2 hours, the reaction mixture was cooled to zero° C. and 0.5 mL of water was added, followed by 0.5 mL of 2.5 N sodium hydroxide solution and 1.5 mL of water, the reaction was filtered, the filtrate concentrated in vacuo, ethyl acetate and 5%...